From a dataset of the Open Reaction Database (ORD), a public repository of structured organic reaction records. describe an organic reaction: reactants, conditions, products, and yield Reactants: COC(CC1=CC(=CC=C1)NC(=O)C=1OC(=CC1)Br)=O ({3-[(5-Bromo-furan-2-carbonyl)-amino]-phenyl}-acetic acid methyl ester), FC(C=1C=C(C=CC1)B(O)O)(F)F (3-trifluoromethyl-phenylboronic acid). The product is COC(CC1=CC(=CC=C1)NC(=O)C=1OC(=CC1)C1=CC(=CC=C1)C(F)(F)F)=O ((3-{[5-(3-Trifluoromethyl-phenyl)-furan-2-carbonyl]-amino}-phenyl)-acetic acid methyl ester). As a reaction SMILES: [CH3:1][O:2][C:3](=[O:20])[CH2:4][C:5]1[CH:10]=[CH:9][CH:8]=[C:7]([NH:11][C:12]([C:14]2[O:15][C:16](Br)=[CH:17][CH:18]=2)=[O:13])[CH:6]=1.[F:21][C:22]([F:33])([F:32])[C:23]1[CH:24]=[C:25](B(O)O)[CH:26]=[CH:27][CH:28]=1>>[CH3:1][O:2][C:3](=[O:20])[CH2:4][C:5]1[CH:10]=[CH:9][CH:8]=[C:7]([NH:11][C:12]([C:14]2[O:15][C:16]([C:27]3[CH:26]=[CH:25][CH:24]=[C:23]([C:22]([F:33])([F:32])[F:21])[CH:28]=3)=[CH:17][CH:18]=2)=[O:13])[CH:6]=1. Procedure: Methyl ester (16) (100 mg, 0.30 mmol) was coupled to 3-trifluoromethyl-phenylboronic acid (44 mg, 0.33 mmol) using Method E. The crude compound was purified by column chromatography, eluting in 17% EtOAc in heptane to give the title compound. The reactants are CCOC(=O)c1cc(-c2ccccn2)n(C)n1, CCO, CCOCC, Cl, [Na+], [OH-]. Yields the product Cn1nc(C(=O)O)cc1-c1ccccn1. RXN SMILES: [CH2:1]([CH3:2])[O:3][C:4](=[O:5])[c:6]1[n:7][n:8]([CH3:17])[c:9](-[c:11]2[n:12][cH:13][cH:14][cH:15][cH:16]2)[cH:10]1.[CH3:21][CH2:22][OH:23].[CH3:24][CH2:25][O:26][CH2:27][CH3:28].[ClH:20].[Na+:19].[OH-:18]>>[O:3]=[C:4]([OH:5])[c:6]1[n:7][n:8]([CH3:17])[c:9](-[c:11]2[n:12][cH:13][cH:14][cH:15][cH:16]2)[cH:10]1. The reactants are C, CCOC(=O)C(CCc1ccccc1)NC1COc2ccccc2N(CC(=O)OCc2ccccc2)C1=O, CCO, Cl, [Pd]. The product is CCOC(=O)C(CCc1ccccc1)NC1COc2ccccc2N(CC(=O)O)C1=O, Cl. RXN SMILES: [C:43].[CH2:2]([CH3:3])[O:4][C:5](=[O:6])[CH:7]([CH2:8][CH2:9][c:10]1[cH:11][cH:12][cH:13][cH:14][cH:15]1)[NH:16][CH:17]1[CH2:18][O:19][c:20]2[c:21]([cH:36][cH:37][cH:38][cH:39]2)[N:22]([CH2:25][C:26](=[O:27])[O:28][CH2:29][c:30]2[cH:31][cH:32][cH:33][cH:34][cH:35]2)[C:23]1=[O:24].[CH3:40][CH2:41][OH:42].[ClH:1].[Pd:44]>>[CH2:2]([CH3:3])[O:4][C:5](=[O:6])[CH:7]([CH2:8][CH2:9][c:10]1[cH:11][cH:12][cH:13][cH:14][cH:15]1)[NH:16][CH:17]1[CH2:18][O:19][c:20]2[c:21]([cH:36][cH:37][cH:38][cH:39]2)[N:22]([CH2:25][C:26](=[O:27])[OH:28])[C:23]1=[O:24].[ClH:1]. Reactants: O=C([O-])[O-], CO, CC(=O)OC(CC(CCC(C)(C)O)c1ncc[nH]1)C(Cc1cccc(F)c1)NC(=O)c1cnc2ccccc2n1, [K+], [K+]. The product is CC(C)(O)CCC(CC(O)C(Cc1cccc(F)c1)NC(=O)c1cnc2ccccc2n1)c1ncc[nH]1. RXN SMILES: [C:41](=[O:42])([O-:43])[O-:44].[CH3:47][OH:48].[F:1][c:2]1[cH:3][c:4]([CH2:8][CH:9]([NH:10][C:11](=[O:12])[c:13]2[n:14][c:15]3[cH:16][cH:17][cH:18][cH:19][c:20]3[n:21][cH:22]2)[CH:23]([CH2:24][CH:25]([CH2:26][CH2:27][C:28]([CH3:29])([CH3:30])[OH:31])[c:32]2[nH:33][cH:34][cH:35][n:36]2)[O:37][C:38](=[O:39])[CH3:40])[cH:5][cH:6][cH:7]1.[K+:45].[K+:46]>>[F:1][c:2]1[cH:3][c:4]([CH2:8][CH:9]([NH:10][C:11](=[O:12])[c:13]2[n:14][c:15]3[cH:16][cH:17][cH:18][cH:19][c:20]3[n:21][cH:22]2)[CH:23]([CH2:24][CH:25]([CH2:26][CH2:27][C:28]([CH3:29])([CH3:30])[OH:31])[c:32]2[nH:33][cH:34][cH:35][n:36]2)[OH:37])[cH:5][cH:6][cH:7]1. Starting materials: CC(C)(C)[Si](C)(C)Cl, ClCCl, CC(=O)c1ccc(-c2ccc(C(C)=CCO)cc2)cc1, c1c[nH]cn1. Yields the product CC(=O)c1ccc(-c2ccc(C(C)=CCO[Si](C)(C)C(C)(C)C)cc2)cc1. As a reaction SMILES: [C:26]([CH3:27])([CH3:28])([CH3:29])[Si:30]([CH3:31])([CH3:32])[Cl:33].[Cl:34][CH2:35][Cl:36].[OH:1][CH2:2][CH:3]=[C:4]([CH3:5])[c:6]1[cH:7][cH:8][c:9](-[c:12]2[cH:13][cH:14][c:15]([C:18]([CH3:19])=[O:20])[cH:16][cH:17]2)[cH:10][cH:11]1.[nH:21]1[cH:22][cH:23][n:24][cH:25]1>>[O:1]([CH2:2][CH:3]=[C:4]([CH3:5])[c:6]1[cH:7][cH:8][c:9](-[c:12]2[cH:13][cH:14][c:15]([C:18]([CH3:19])=[O:20])[cH:16][cH:17]2)[cH:10][cH:11]1)[Si:30]([C:26]([CH3:27])([CH3:28])[CH3:29])([CH3:31])[CH3:32].